This data is from the Open Reaction Database (ORD), a public repository of structured organic reaction records. The task is: describe an organic reaction: reactants, conditions, products, and yield Reactants: COC=1C(=CC=CC1)N (o-anisidine), NC1=CC=CC=C1 (aniline), NC=1C(=CC=CC1)C (o-toluidine). The product is CC=1C=CC=C2C=CNC12 (7-methylindole), COC=1C=CC=C2C=CNC12 (7-methoxyindole). Reaction SMILES: N[C:2]1C=CC=C[CH:3]=1.[NH2:8][C:9]1[C:10]([CH3:15])=[CH:11][CH:12]=[CH:13][CH:14]=1.[CH3:16][O:17][C:18]1[C:19]([NH2:24])=[CH:20][CH:21]=[CH:22][CH:23]=1>>[CH3:15][C:10]1[CH:11]=[CH:12][CH:13]=[C:14]2[C:9]=1[NH:8][CH:3]=[CH:2]2.[CH3:16][O:17][C:18]1[CH:23]=[CH:22][CH:21]=[C:20]2[C:19]=1[NH:24][CH:3]=[CH:2]2. Procedure: Reaction was carried out in the same manner as described in Example 1, except that the aniline was replaced by o-toluidine or o-anisidine. As a result, 7-methylindole and 7-methoxyindole were obtained in 32% and 26% yields, respectively. Reactants: ClC=1C=C(C=CC1)OC (3-chloroanisole), C(C)(=O)Cl (acetyl chloride), [Cl-].[Al+3].[Cl-].[Cl-] (aluminum chloride), Cl (hydrochloric acid), O (water). Yields the product ClC1=C(C=CC(=C1)OC)CC(=O)O ((2-Chloro-4-methoxyphenyl)acetic acid). Run in C(Cl)Cl (methylene chloride). Run at temperature 0 celsius, time 1 hour. Procedure: 14.3 g (0.11 mol) of 3-chloroanisole are added at 0° C. to a mixture of 9.3 ml (0.13 mol) of acetyl chloride and 350 ml of methylene chloride. The mixture is stirred for 1 hour and then, with the temperature maintained at 0° C., 24 g (0.18 mol) of aluminum chloride are added and the reaction is allowed to proceed at this temperature for 2 hours. 20 ml of 1 N hydrochloric acid solution and 20 ml of water are then added. The two phases are separated, the organic phase is washed with water, dried o... Reaction SMILES: [Cl:1][C:2]1[CH:3]=[C:4]([O:8][CH3:9])[CH:5]=[CH:6][CH:7]=1.[C:10](Cl)(=[O:12])[CH3:11].[Cl-].[Al+3].[Cl-].[Cl-].Cl.[OH2:19]>C(Cl)Cl>[Cl:1][C:2]1[CH:3]=[C:4]([O:8][CH3:9])[CH:5]=[CH:6][C:7]=1[CH2:11][C:10]([OH:12])=[O:19] |f:2.3.4.5|. The reactants are O=C([O-])[O-], CC(C)CCO, [Cu], CC1(C)NC(=O)c2cc(I)ccc2O1, [K+], [K+], O, Sc1ccccc1. Yields the product CC1(C)NC(=O)c2cc(Sc3ccccc3)ccc2O1. RXN SMILES: [C:22](=[O:23])([O-:24])[O-:25].[CH2:29]([OH:30])[CH2:31][CH:32]([CH3:33])[CH3:34].[Cu:35].[I:1][c:2]1[cH:3][cH:4][c:5]2[c:6]([cH:14]1)[C:7](=[O:13])[NH:8][C:9]([CH3:11])([CH3:12])[O:10]2.[K+:26].[K+:27].[OH2:28].[SH:15][c:16]1[cH:17][cH:18][cH:19][cH:20][cH:21]1>>[c:2]1([S:15][c:16]2[cH:17][cH:18][cH:19][cH:20][cH:21]2)[cH:3][cH:4][c:5]2[c:6]([cH:14]1)[C:7](=[O:13])[NH:8][C:9]([CH3:11])([CH3:12])[O:10]2. Reactants: COC(=O)c1ccc2nc(C)n(Cc3ccc(NC(=O)c4ccccc4)cc3Cl)c2n1, CI, CN(C)C=O, [H-], [Na+], O. Product: COC(=O)c1ccc2nc(C)n(Cc3ccc(N(C)C(=O)c4ccccc4)cc3Cl)c2n1. RXN SMILES: [C:1]([c:2]1[cH:3][cH:4][cH:5][cH:6][cH:7]1)(=[O:8])[NH:9][c:10]1[cH:11][c:12]([Cl:31])[c:13]([CH2:14][n:15]2[c:16]([CH3:28])[n:17][c:18]3[c:19]2[n:20][c:21]([C:24](=[O:25])[O:26][CH3:27])[cH:22][cH:23]3)[cH:29][cH:30]1.[CH3:34][I:35].[CH3:37][N:38]([CH3:39])[CH:40]=[O:41].[H-:32].[Na+:33].[OH2:36]>>[C:1]([c:2]1[cH:3][cH:4][cH:5][cH:6][cH:7]1)(=[O:8])[N:9]([c:10]1[cH:11][c:12]([Cl:31])[c:13]([CH2:14][n:15]2[c:16]([CH3:28])[n:17][c:18]3[c:19]2[n:20][c:21]([C:24](=[O:25])[O:26][CH3:27])[cH:22][cH:23]3)[cH:29][cH:30]1)[CH3:34].